Dataset: the Open Reaction Database (ORD), a public repository of structured organic reaction records. Task: describe an organic reaction: reactants, conditions, products, and yield Reactants: C1(C=CC(N1)=O)=O (Maleimide), C(C)(=S)[O-] (thioacetate). Run at temperature 0 celsius, time 70 minute. Product: C(C)(=S)OC1C(NC(C1)=O)=O (Pyrrolidin-2,5-dion-3-yl Thioacetate). Isolated yield 43.1%. As a reaction SMILES: [C:1]1(=[O:7])[NH:5][C:4](=[O:6])[CH:3]=[CH:2]1.[C:8]([O-:11])(=[S:10])[CH3:9]>>[C:8]([O:11][CH:2]1[CH2:3][C:4](=[O:6])[NH:5][C:1]1=[O:7])(=[S:10])[CH3:9]. Reported procedure: Maleimide (5.0 g., 0.051 mole) was added to 10 ml. (0.14 mole) thioacetate acid cooled to 0° C. under nitrogen. The mixture was stirred at 0° C. for 70 min., then filtered. The filtrate was diluted with 70 ml. ethyl acetate and the resulting solution was washed with 50 ml. saturated aqueous sodium bicarbonate solution and 50 ml. saturated aqueous sodium chloride solution. The ethyl acetate layer was dried over anhydrous sodium sulfate and concentrated in vacuo to a yellow oil (5.4 g). The crude ... Reactants: CI, CN(C)C=O, [H-], [Na+], COC(=O)C1=C(O)c2sc(C(F)(F)F)cc2S(=O)(=O)N1. Yields the product COC(=O)C1=C(O)c2sc(C(F)(F)F)cc2S(=O)(=O)N1C. As a reaction SMILES: [CH3:23][I:24].[CH3:25][N:26]([CH3:27])[CH:28]=[O:29].[H-:21].[Na+:22].[OH:1][C:2]1=[C:3]([C:17](=[O:18])[O:19][CH3:20])[NH:4][S:5](=[O:15])(=[O:16])[c:6]2[c:7]1[s:8][c:9]([C:11]([F:12])([F:13])[F:14])[cH:10]2>>[OH:1][C:2]1=[C:3]([C:17](=[O:18])[O:19][CH3:20])[N:4]([CH3:23])[S:5](=[O:15])(=[O:16])[c:6]2[c:7]1[s:8][c:9]([C:11]([F:12])([F:13])[F:14])[cH:10]2. Starting materials: C(CC)N(C(=O)COC(COC1=CC=C(C=C1)CCC(=O)N1CCC2(CN\C(\N2)=N/C(=O)C2=NC(=C(N=C2N)N)Cl)CC1)=O)CCC ([4-(3-{2-[(E)-3,5-diamino-6-chloro-pyrazine-2-carbonylimino]-1,3,8-triaza-spiro[4.5]dec-8-yl}-3-oxo-propyl)-phenoxy]-acetic acid dipropylcarbamoylmethyl ester), BrCC(=O)OC(C)(C)C (t-butyl bromoacetate). Product: C(C)(C)(C)OC(=O)COC(COC1=CC=C(C=C1)CCC(=O)N1CCC2(CN\C(\N2)=N/C(=O)C2=NC(=C(N=C2N)N)Cl)CC1)=O ([4-(3-{2-[(E)-3,5-Diamino-6-chloro-pyrazine-2-carbonylimino]-1,3,8-triaza-spiro[4.5]dec-8-yl}-3-oxo-propyl)-phenoxy]-acetic acid tert-butoxycarbonylmethyl ester). RXN SMILES: C(N(CCC)[C:5]([CH2:7][O:8][C:9](=[O:44])[CH2:10][O:11][C:12]1[CH:17]=[CH:16][C:15]([CH2:18][CH2:19][C:20]([N:22]2[CH2:43][CH2:42][C:25]3([NH:29]/[C:28](=[N:30]/[C:31]([C:33]4[C:38]([NH2:39])=[N:37][C:36]([NH2:40])=[C:35]([Cl:41])[N:34]=4)=[O:32])/[NH:27][CH2:26]3)[CH2:24][CH2:23]2)=[O:21])=[CH:14][CH:13]=1)=[O:6])CC.BrCC([O:52][C:53]([CH3:56])([CH3:55])[CH3:54])=O>>[C:53]([O:52][C:5]([CH2:7][O:8][C:9](=[O:44])[CH2:10][O:11][C:12]1[CH:13]=[CH:14][C:15]([CH2:18][CH2:19][C:20]([N:22]2[CH2:23][CH2:24][C:25]3([NH:29]/[C:28](=[N:30]/[C:31]([C:33]4[C:38]([NH2:39])=[N:37][C:36]([NH2:40])=[C:35]([Cl:41])[N:34]=4)=[O:32])/[NH:27][CH2:26]3)[CH2:42][CH2:43]2)=[O:21])=[CH:16][CH:17]=1)=[O:6])([CH3:56])([CH3:55])[CH3:54]. Procedure details: The title compound was prepared analogously to [4-(3-{2-[(E)-3,5-diamino-6-chloro-pyrazine-2-carbonylimino]-1,3,8-triaza-spiro[4.5]dec-8-yl}-3-oxo-propyl)-phenoxy]-acetic acid dipropylcarbamoylmethyl ester (Ex. 2.0) by replacing 2-chloro-N,N-dipropyl-acetamide with t-butyl bromoacetate; 1H NMR (400 MHz, DMSO-d6) δ 8.45 (1H, br), 8.37 (1H, br), 7.16 (2H, d), 6.85 (2H, d), 6.8-6.6 (2H, br), 4.83 (2H, s), 4.64 (2H, s), 3.61 (1H, m), 3.58 (1H, m), 3.39 (2H, s), 3.38 (1H, m), 3.30 (1H, m), 2.75 (2H, ... Reactants: C (carbon black), CC(C)(CCC(C)(OOC(C)(C)C)C)OOC(C)(C)C (2,5-dimethyl-2,5-di-(tert-butylperoxy)hexane), C(=C)C1=C(C=CC=C1)C=C (divinylbenzene). The product is C=CC.C=C.C1C=CC2C1[C@H]3C[C@@H]2C=C3 (propylene ethylene DCPD), C(C(C)[*:2])[*:1] (polypropylene). RXN SMILES: [CH4:1].[CH3:2][C:3](OOC(C)(C)C)(CCC(C)(OOC(C)(C)C)C)[CH3:4].[CH:22]([C:24]1[CH:29]=[CH:28][CH:27]=[CH:26][C:25]=1[CH:30]=[CH2:31])=[CH2:23]>>[CH2:2]=[CH:3][CH3:4].[CH2:22]=[CH2:23].[CH2:1]1[CH:26]2[C@@H:27]3[CH:28]=[CH:29][C@H:24]([CH:25]2[CH:30]=[CH:31]1)[CH2:22]3 |f:3.4.5|. Procedure: 60 parts by weight of the propylene/ethylene/DCPD copolymer obtained in Polymerization Example 2, 40 parts by weight of a syndiotactic polypropylene (homopolymer, MFR=5.5 g/10 min), 1 part by weight of carbon black masterbatch (for black coloring), 0.2 part by weight of 2,5-dimethyl-2,5-di-(tert-butylperoxy)hexane (as a crosslinking agent), and 0.4 part by weight of divinylbenzene (as a crosslinking aid) were mixed sufficiently with a high speed mixer, and then the mixture was subjected to dynam... Reactants: [OH-].[Na+] (sodium hydroxide), C(C)OC(C(=O)OCC)CC1=CC(=C(C=C1)OC)C(=O)NCC1=CC=C(C=C1)C(F)(F)F (ethyl 2-ethoxy-3-(4-methoxy-3-({[4-(trifluoromethyl)benzyl]amino}carbonyl)phenyl)propanoate), Cl (hydrochloric acid). The solvent is C(C)O (ethanol). Conditions: time 14 hour. The product is C(C)OC(C(=O)O)CC1=CC(=C(C=C1)OC)C(=O)NCC1=CC=C(C=C1)C(F)(F)F (2-ethoxy-3-(4-methoxy-3-({[4-(trifluoromethyl)benzyl]amino}carbonyl)phenyl)propanoic acid). Isolated yield 76.7%. RXN SMILES: [CH2:1]([O:3][CH:4]([CH2:10][C:11]1[CH:16]=[CH:15][C:14]([O:17][CH3:18])=[C:13]([C:19]([NH:21][CH2:22][C:23]2[CH:28]=[CH:27][C:26]([C:29]([F:32])([F:31])[F:30])=[CH:25][CH:24]=2)=[O:20])[CH:12]=1)[C:5]([O:7]CC)=[O:6])[CH3:2].[OH-].[Na+].Cl>C(O)C>[CH2:1]([O:3][CH:4]([CH2:10][C:11]1[CH:16]=[CH:15][C:14]([O:17][CH3:18])=[C:13]([C:19]([NH:21][CH2:22][C:23]2[CH:24]=[CH:25][C:26]([C:29]([F:30])([F:31])[F:32])=[CH:27][CH:28]=2)=[O:20])[CH:12]=1)[C:5]([OH:7])=[O:6])[CH3:2] |f:1.2|. Procedure details: 0.25 g of ethyl 2-ethoxy-3-(4-methoxy-3-({[4-(trifluoromethyl)benzyl]amino}carbonyl)phenyl)propanoate was dissolved in 7 ml ethanol, and 3 ml of 1 N sodium hydroxide was added, and the mixture was stirred at room temperature for 14 hours. The reaction mixture was ice-cooled, neutralized with 1N hydrochloric acid, and then extracted with ethyl acetate. The organic layer was washed with brine, dried over anhydrous sodium sulfate and the solvent was evaporated, to give 0.18 g of 2-ethoxy-3-(4-metho... The reactants are Cn1cc(Br)cc(Br)c1=O, N=C(c1ccccc1)c1ccccc1, O=C([O-])[O-], [Cs+], [Cs+], CC(=O)[O-], CC(=O)[O-], C1COCCO1, [Pd+2]. Product: Cn1cc(Br)cc(N)c1=O. As a reaction SMILES: [Br:15][c:16]1[c:17](=[O:24])[n:18]([CH3:23])[cH:19][c:20]([Br:22])[cH:21]1.[C:1]([c:2]1[cH:3][cH:4][cH:5][cH:6][cH:7]1)([c:8]1[cH:9][cH:10][cH:11][cH:12][cH:13]1)=[NH:14].[C:25](=[O:26])([O-:27])[O-:28].[Cs+:29].[Cs+:30].[O-:38][C:39]([CH3:40])=[O:41].[O-:42][C:43]([CH3:44])=[O:45].[O:31]1[CH2:32][CH2:33][O:34][CH2:35][CH2:36]1.[Pd+2:37]>>[NH2:14][c:16]1[c:17](=[O:24])[n:18]([CH3:23])[cH:19][c:20]([Br:22])[cH:21]1. Starting materials: BrC1=C(C=C(CN2CC(C2)C(=O)OC)C=C1)F (Methyl 1-(4-bromo-3-fluorobenzyl)azetidine-3-carboxylate), C[Si](C)(C)C#C ((trimethylsilyl)acetylene), CCN(C(C)C)C(C)C (Hunig's base). The reagents and catalysts are [Cu]I (copper (I) iodide), Cl[Pd]([P](C1=CC=CC=C1)(C2=CC=CC=C2)C3=CC=CC=C3)([P](C4=CC=CC=C4)(C5=CC=CC=C5)C6=CC=CC=C6)Cl (bis(triphenylphosphine)palladium(II) chloride). The solvent is C1CCOC1 (THF). Conditions: time 24 hour. Product: FC=1C=C(CN2CC(C2)C(=O)OC)C=CC1C#C[Si](C)(C)C (methyl 1-(3-fluoro-4-(2-(trimethylsilyl)ethynyl)benzyl)azetidine-3-carboxylate). As a reaction SMILES: Br[C:2]1[CH:16]=[CH:15][C:5]([CH2:6][N:7]2[CH2:10][CH:9]([C:11]([O:13][CH3:14])=[O:12])[CH2:8]2)=[CH:4][C:3]=1[F:17].[CH3:18][Si:19]([C:22]#[CH:23])([CH3:21])[CH3:20].CCN(C(C)C)C(C)C>[Cu]I.Cl[Pd](Cl)([P](C1C=CC=CC=1)(C1C=CC=CC=1)C1C=CC=CC=1)[P](C1C=CC=CC=1)(C1C=CC=CC=1)C1C=CC=CC=1.C1COCC1>[F:17][C:3]1[CH:4]=[C:5]([CH:15]=[CH:16][C:2]=1[C:23]#[C:22][Si:19]([CH3:21])([CH3:20])[CH3:18])[CH2:6][N:7]1[CH2:10][CH:9]([C:11]([O:13][CH3:14])=[O:12])[CH2:8]1 |^1:37,56|. Reported procedure: Methyl 1-(4-bromo-3-fluorobenzyl)azetidine-3-carboxylate (25.00 g, 82.7 mmol), copper (I) iodide (3.14 g, 16.5 mmol), (trimethylsilyl)acetylene (81.9 mL, 579 mmol), bis(triphenylphosphine)palladium(II) chloride (5.81 g, 8.27 mmol), and Hunig's base (115 mL, 662 mmol) were combined in a sealable tube along with 100 mL THF. The tube was sealed and heated to 80 deg. C. under vigorous stirring for 24 h. The mixture was then cooled to room temperature, filtered, and evaporated. The resulting oil was ... Reactants: ClC=1C2=C(N=CN1)N(C(=C2)I)S(=O)(=O)C2=CC=CC=C2 (4-chloro-6-iodo-7-(phenylsulfonyl)-7H-pyrrolo[2,3-d]pyrimidine), [OH-].[Na+] (sodium hydroxide). Run in C1CCOC1 (THF). The product is ClC=1C2=C(N=CN1)NC(=C2)I (4-chloro-6-iodo-7H-pyrrolo[2,3-d]pyrimidine). As a reaction SMILES: [Cl:1][C:2]1[C:3]2[CH:10]=[C:9]([I:11])[N:8](S(C3C=CC=CC=3)(=O)=O)[C:4]=2[N:5]=[CH:6][N:7]=1.[OH-].[Na+]>C1COCC1>[Cl:1][C:2]1[C:3]2[CH:10]=[C:9]([I:11])[NH:8][C:4]=2[N:5]=[CH:6][N:7]=1 |f:1.2|. Procedure: To a stirred solution of 4-chloro-6-iodo-7-(phenylsulfonyl)-7H-pyrrolo[2,3-d]pyrimidine (538 mg, 1.283 mmol) in THF (6.0 mL) was added 5 M sodium hydroxide methanolic solution (1.8 mL, 0.009 mmol). After 10 min the solvent was removed under reduced pressure, sat. ammonium chloride solution (5.0 mL) was added and the mixture evaporated to dryness. The resulting solid was triturated with water to afford 4-chloro-6-iodo-7H-pyrrolo[2,3-d]pyrimidine. 1H NMR (d6-DMSO, 400 MHz) 6.90(1H, s) and 8.55 (1H... As a reaction SMILES: [S:1]1[CH:5]=[CH:4][N:3]=[C:2]1[C:6]1[CH:11]=[CH:10][C:9]([OH:12])=[CH:8][CH:7]=1.I[C:14]1[CH:19]=[CH:18][CH:17]=[CH:16][C:15]=1[O:20][CH3:21].Cl.CN(C)CC(O)=O>O1CCOCC1.[Cu]I>[CH3:21][O:20][C:15]1[CH:16]=[CH:17][C:18]([O:12][C:9]2[CH:10]=[CH:11][C:6]([C:2]3[S:1][CH:5]=[CH:4][N:3]=3)=[CH:7][CH:8]=2)=[CH:19][CH:14]=1 |f:2.3|. Yields the product COC1=CC=C(OC2=CC=C(C=C2)C=2SC=CN2)C=C1 (2-[4-(4-Methoxy-phenoxy)-phenyl]-thiazole). Reactants: S1C(=NC=C1)C1=CC=C(C=C1)O (4-Thiazol-2-yl-phenol), IC1=C(C=CC=C1)OC (iodoanisole), CsCO3, Cl.CN(CC(=O)O)C (N,N-dimethylglycine HCl). The reagents and catalysts are [Cu]I (CuI). Solvent: O1CCOCC1 (dioxane). Run at temperature 100 celsius. Procedure details: A mixture of product from step 3 (0.55 g, 3.1 mmol), iodoanisole (1.1 g, 4.6 mmol), CsCO3 (3.0 g, 9.2 mmol), N,N-dimethylglycine HCl (0.43 g, 3.1 mmol) and CuI (0.3 g, 1.5 mmol) in dioxane (40 mL) was heated to 100° C. for 3 days. After the solids were filtered off, the filtrate was partitioned with EtOAc/H2O, washed with brine, dried over Na2SO4 and concentrated in vacuo. The residue was purified by a column chromatography on silica gel to yield the title compound (0.75 g, 90%). 1HNMR (400 MHz,... Yield: 85.4%.